Dataset: the Open Reaction Database (ORD), a public repository of structured organic reaction records. Task: describe an organic reaction: reactants, conditions, products, and yield Starting materials: [N+](=O)([O-])C1=CC=C(C=C1)C1(CC1)C(=O)O (1-(4-nitrophenyl)cyclopropanecarboxylic acid). Reagents/catalysts: [Pd] (Pd). The solvent is C(C)O (ethanol). Reaction conditions: time 8 hour. Product: NC1=CC=C(C=C1)C1(CC1)C(=O)O (1-(4-aminophenyl)cyclopropanecarboxylic acid). The yield is 60.8%. As a reaction SMILES: [N+:1]([C:4]1[CH:9]=[CH:8][C:7]([C:10]2([C:13]([OH:15])=[O:14])[CH2:12][CH2:11]2)=[CH:6][CH:5]=1)([O-])=O>C(O)C.[Pd]>[NH2:1][C:4]1[CH:5]=[CH:6][C:7]([C:10]2([C:13]([OH:15])=[O:14])[CH2:12][CH2:11]2)=[CH:8][CH:9]=1. Reported procedure: To a solution of 1-(4-nitrophenyl)cyclopropanecarboxylic acid (500 mg) obtained in Step B of Example 145 in ethanol (10 mL) was added palladium-activated carbon ethylene diamine complex (Pd 8.5 to 11.5%) (100 mg), and the mixture was stirred overnight at room temperature under hydrogen atmosphere (at normal pressures). The palladium carbon was removed by filtration through Celite, and the solvent was evaporated under reduced pressure to give the title compound (260 mg). Starting materials: Clc1ccnc2c1CCCC2[Se]c1ccccc1, ClCCl, O=C(OO)c1cccc(Cl)c1. The product is Clc1ccnc2c1CCC=C2. RXN SMILES: [Cl:1][c:2]1[cH:3][cH:4][n:5][c:6]2[c:11]1[CH2:10][CH2:9][CH2:8][CH:7]2[Se:12][c:13]1[cH:14][cH:15][cH:16][cH:17][cH:18]1.[Cl:30][CH2:31][Cl:32].[OH:19][O:20][C:21]([c:22]1[cH:23][c:24]([Cl:25])[cH:26][cH:27][cH:28]1)=[O:29]>>[Cl:1][c:2]1[cH:3][cH:4][n:5][c:6]2[c:11]1[CH2:10][CH2:9][CH:8]=[CH:7]2. Starting materials: FC1=C(OC=2C=NN(C(C2)=O)C(C(=O)O)CC2CCOCC2)C(=CC=C1)F (2-[4-(2,6-difluoro-phenoxy)-6-oxo-6H-pyridazin-1-yl]-3-(tetrahydro-pyran-4-yl)-propionic acid), NC1=NN(C(=C1)C)CC(C)OC(C)=O (acetic acid 2-(3-amino-5-methyl-pyrazol-1-yl)-1-methyl-ethyl ester), FC1=C(OC=2C=NN(C(C2)=O)C(C(=O)O)CC2CCOCC2)C(=CC=C1)F (2-[4-(2,6-difluoro-phenoxy)-6-oxo-6H-pyridazin-1-yl]-3-(tetrahydro-pyran-4-yl)-propionic acid), NC1=NN(C(=C1)C)CC(C)OC(C)=O (acetic acid 2-(3-amino-5-methyl-pyrazol-1-yl)-1-methyl-ethyl ester). The product is FC1=C(OC=2C=NN(C(C2)=O)C(C(=O)NC2=NN(C(=C2)C)CC(C)OC(C)=O)CC2CCOCC2)C(=CC=C1)F (acetic acid 2-{3-[2-[4-(2,6-difluoro-phenoxy)-6-oxo-6H-pyridazin-1-yl]-3-(tetrahydro-pyran-4-yl)-propionylamino]-5-methyl-pyrazol-1-yl}-1-methyl-ethyl ester). As a reaction SMILES: [F:1][C:2]1[CH:26]=[CH:25][CH:24]=[C:23]([F:27])[C:3]=1[O:4][C:5]1[CH:6]=[N:7][N:8]([CH:12]([CH2:16][CH:17]2[CH2:22][CH2:21][O:20][CH2:19][CH2:18]2)[C:13]([OH:15])=O)[C:9](=[O:11])[CH:10]=1.[NH2:28][C:29]1[CH:33]=[C:32]([CH3:34])[N:31]([CH2:35][CH:36]([O:38][C:39](=[O:41])[CH3:40])[CH3:37])[N:30]=1>>[F:1][C:2]1[CH:26]=[CH:25][CH:24]=[C:23]([F:27])[C:3]=1[O:4][C:5]1[CH:6]=[N:7][N:8]([CH:12]([CH2:16][CH:17]2[CH2:22][CH2:21][O:20][CH2:19][CH2:18]2)[C:13]([NH:28][C:29]2[CH:33]=[C:32]([CH3:34])[N:31]([CH2:35][CH:36]([O:38][C:39](=[O:41])[CH3:40])[CH3:37])[N:30]=2)=[O:15])[C:9](=[O:11])[CH:10]=1. Reported procedure: Using the method described in Example 49, 2-[4-(2,6-difluoro-phenoxy)-6-oxo-6H-pyridazin-1-yl]-3-(tetrahydro-pyran-4-yl)-propionic acid (Intermediate 32) and acetic acid 2-(3-amino-5-methyl-pyrazol-1-yl)-1-methyl-ethyl ester (Intermediate 98) afforded acetic acid 2-{3-[2-[4-(2,6-difluoro-phenoxy)-6-oxo-6H-pyridazin-1-yl]-3-(tetrahydro-pyran-4-yl)-propionylamino]-5-methyl-pyrazol-1-yl}-1-methyl-ethyl ester as a mixture of diastereomers (180 mg, 39%); ES+-HRMS m/e calcd for C27H31N5O6F2 [M+H+] 560... The product is COC=1C=C2C(=C(N(C2=CC1)C)C(=O)N)SC(C)C (5-Methoxy-1-methyl-3-[(1-methylethyl)thio]-1H-indole-2-carboxamide). Reported procedure: Prepared from methyl 5-methoxy-1-methyl-3-[(1-methylethyl)thio]-1H-indole-2-carboxylate and lithium amide as described in Example 23. Yield 68% after recrystallization from ethyl acetate-hexane; mp 122°-124° C. Starting materials: COC=1C=C2C(=C(N(C2=CC1)C)C(=O)OC)SC(C)C (methyl 5-methoxy-1-methyl-3-[(1-methylethyl)thio]-1H-indole-2-carboxylate), [NH2-].[Li+] (lithium amide). Isolated yield 68.0%. As a reaction SMILES: [CH3:1][O:2][C:3]1[CH:4]=[C:5]2[C:9](=[CH:10][CH:11]=1)[N:8]([CH3:12])[C:7]([C:13](OC)=[O:14])=[C:6]2[S:17][CH:18]([CH3:20])[CH3:19].[NH2-:21].[Li+]>>[CH3:1][O:2][C:3]1[CH:4]=[C:5]2[C:9](=[CH:10][CH:11]=1)[N:8]([CH3:12])[C:7]([C:13]([NH2:21])=[O:14])=[C:6]2[S:17][CH:18]([CH3:20])[CH3:19] |f:1.2|. The reactants are BrCc1ccccc1, C1CCOC1, C[Si](C)(C)[N-][Si](C)(C)C, CC(C)OC(=O)CC(O)C(=O)OC(C)C, [Cl-], [Li+], [NH4+], O. The product is CC(C)OC(=O)C(O)C(Cc1ccccc1)C(=O)OC(C)C. As a reaction SMILES: [Br:26][CH2:27][c:28]1[cH:29][cH:30][cH:31][cH:32][cH:33]1.[CH2:36]1[O:37][CH2:38][CH2:39][CH2:40]1.[CH3:16][Si:17]([N-:18][Si:19]([CH3:20])([CH3:21])[CH3:22])([CH3:23])[CH3:24].[CH:1]([CH3:2])([CH3:3])[O:4][C:5]([CH:6]([OH:7])[CH2:8][C:9](=[O:10])[O:11][CH:12]([CH3:13])[CH3:14])=[O:15].[Cl-:34].[Li+:25].[NH4+:35].[OH2:41]>>[CH:1]([CH3:2])([CH3:3])[O:4][C:5]([CH:6]([OH:7])[CH:8]([C:9](=[O:10])[O:11][CH:12]([CH3:13])[CH3:14])[CH2:27][c:28]1[cH:29][cH:30][cH:31][cH:32][cH:33]1)=[O:15]. The solvent is CO (methanol). Reactants: C(C1=CC=CC=C1)N1CCC(CC1)N1C(NC2=C(C=CC=C2C1)F)=O (3-(1-benzylpiperidin-4-yl)-8-fluoro-3,4-dihydroquinazolin-2(1H)-one). RXN SMILES: C([N:8]1[CH2:13][CH2:12][CH:11]([N:14]2[CH2:23][C:22]3[C:17](=[C:18]([F:24])[CH:19]=[CH:20][CH:21]=3)[NH:16][C:15]2=[O:25])[CH2:10][CH2:9]1)C1C=CC=CC=1>[Pd].CO>[F:24][C:18]1[CH:19]=[CH:20][CH:21]=[C:22]2[C:17]=1[NH:16][C:15](=[O:25])[N:14]([CH:11]1[CH2:12][CH2:13][NH:8][CH2:9][CH2:10]1)[CH2:23]2. The reagents and catalysts are [Pd] (palladium on charcoal). Conditions: time 8 hour. Yields the product FC=1C=CC=C2CN(C(NC12)=O)C1CCNCC1 (8-Fluoro-3,4-dihydro-3-(piperidin-4-yl)quinazolin-2(1H)-one). Procedure details: A 250 mL flask was charged with 3-(1-benzylpiperidin-4-yl)-8-fluoro-3,4-dihydroquinazolin-2(1H)-one (1.40 g, 4.12 mmol) and methanol (25.0 mL). The suspension was heated with a heat gun to aid in dissolution. The flask was flushed with nitrogen, treated with palladium on charcoal (141 mg, 0.032 equiv.), flushed with nitrogen, then hydrogen, and vigorously stirred under an atmosphere of hydrogen overnight. The reaction was flushed with nitrogen, filtered through celite, and concentrated to give 0... As a reaction SMILES: [NH2:1][C:2]([NH2:4])=[O:3].N[C@H:6](C=O)CCSC.CC(C)=O.NC(N)=O.[Cl-:21].[OH:22][CH2:23][CH2:24][N+:25]([CH3:28])([CH3:27])[CH3:26]>[Cl-].OCC[N+](C)(C)C.[O-2].[Zn+2].[Fe].[Ni].[Ti]>[NH2:1][C:2]([NH2:4])=[O:3].[Cl-:21].[OH:22][CH2:23][CH2:24][N+:25]([CH3:28])([CH3:27])[CH3:26].[CH4:6] |f:3.4.5,6.7,8.9,13.14.15|. The product is NC(=O)N.[Cl-].OCC[N+](C)(C)C (Urea choline chloride), C (charcoal). Reactants: NC(=O)N.[Cl-].OCC[N+](C)(C)C (urea choline chloride), N[C@@H](CCSC)C=O (Metal), dust, Oxides, NC(=O)N (urea), CC(=O)C (acetone). Reagents/catalysts: [O-2].[Zn+2] (Zinc oxide), [Fe] (Fe), [Ti] (titanium), [Cl-].OCC[N+](C)(C)C (choline chloride), [Ni] (nickel). Reaction conditions: temperature 80 celsius. Procedure: Zinc oxide and lead compounds can be dissolved in 2:1 urea-choline chloride and the respective metals subsequently electrodeposited onto a suitable cathode. Oxides of Fe, Al, Si and Ca were found to be almost totally insoluble in the above ionic liquid. Urea-choline chloride ionic liquid was prepared by combining urea (0.02 moles) with choline chloride (0.01 moles) in a beaker and heating at 80° C. Arc furnace dust (0.5 g) was added to the resulting clear colourless liquid and the mixture was he...